Dataset: the Open Reaction Database (ORD), a public repository of structured organic reaction records. Task: describe an organic reaction: reactants, conditions, products, and yield Reactants: CO, CCOC(=O)Cc1nc(-c2ccc(F)cc2)oc1C(C)C, [K+], [OH-], O. Product: CC(C)c1oc(-c2ccc(F)cc2)nc1CC(=O)O. RXN SMILES: [CH3:22][OH:23].[F:1][c:2]1[cH:3][cH:4][c:5](-[c:8]2[o:9][c:10]([CH:19]([CH3:20])[CH3:21])[c:11]([CH2:13][C:14](=[O:15])[O:16][CH2:17][CH3:18])[n:12]2)[cH:6][cH:7]1.[K+:25].[OH-:24].[OH2:26]>>[F:1][c:2]1[cH:3][cH:4][c:5](-[c:8]2[o:9][c:10]([CH:19]([CH3:20])[CH3:21])[c:11]([CH2:13][C:14](=[O:15])[OH:16])[n:12]2)[cH:6][cH:7]1.